Dataset: the Open Reaction Database (ORD), a public repository of structured organic reaction records. Task: describe an organic reaction: reactants, conditions, products, and yield The reactants are N,N′-Bis(m-(boronic acid)phenyl)-1,5-bis(phenyl)anthracene-2,3,6,7-tetracarboxyl diimide, 1,5-bis(phenyl)anthracene-2,3,6,7-tetracarboxyl bisanhydride, O.NC=1C=C(C=CC1)B(O)O (3-aminophenyl boronic acid monohydrate). The solvent is C(C)(=O)O (acetic acid), C(Cl)(Cl)Cl (chloroform). Yields the product C1=CC=C(C=C1)N(C2=CC=CC=C2)C3=CC=C(C=C3)N (4-aminotriphenylamine). As a reaction SMILES: O.[NH2:2][C:3]1[CH:4]=[C:5](B(O)O)[CH:6]=[CH:7][CH:8]=1>C(O)(=O)C.C(Cl)(Cl)Cl>[CH:6]1[CH:5]=[CH:4][C:3]([N:2]([C:6]2[CH:5]=[CH:4][C:3]([NH2:2])=[CH:8][CH:7]=2)[C:3]2[CH:4]=[CH:5][CH:6]=[CH:7][CH:8]=2)=[CH:8][CH:7]=1 |f:0.1|. Procedure: (N,N′-Bis(m-(boronic acid)phenyl)-1,5-bis(phenyl)anthracene-2,3,6,7-tetracarboxyl diimide (47): A mixture of 1,5-bis(phenyl)anthracene-2,3,6,7-tetracarboxyl bisanhydride (0.10 g, 0.22 mmol), 3-aminophenyl boronic acid monohydrate (0.99 g, 0.64 mmol) in 5 ml of acetic acid was reacted and worked up according to the procedure for coupling yielding a yellow solid. Product was dissolved in and heated slightly in chloroform. The chloroform was removed by vacuum filtration and the final product, a yel... The reactants are N1=CC(=CC=C1)COC(N(C1=C(C=C(C=C1)OC)OC)C1=NC(=NC=C1)Cl)=O ((2-chloro-pyrimidin-4-yl)-(2,4-dimethoxy-phenyl)carbamic acid pyridin-3-ylmethyl ester), COC=1C=C(N)C=CC1N1CCN(CC1)C (3-(methyloxy)-4-(4-methyl-1-piperazinyl)aniline), C(C)(C)O (isopropanol), FC(C(=O)O)(F)F (Trifluoroacetic acid). Run in C(C)(=O)OCC (ethyl acetate). Conditions: temperature 60 celsius. Product: COC1=C(C=CC(=C1)OC)N(C(OCC=1C=NC=CC1)=O)C1=NC(=NC=C1)NC1=CC(=C(C=C1)N1CCN(CC1)C)OC (3-pyridinylmethyl 2,4-bis(methyloxy)-phenyl(2-((3-(methyloxy)-4-(4-methyl-1-piperazinyl)phenyl)amino)-4-pyrimidinyl)-carbamate). As a reaction SMILES: [N:1]1[CH:6]=[CH:5][CH:4]=[C:3]([CH2:7][O:8][C:9](=[O:28])[N:10]([C:21]2[CH:26]=[CH:25][N:24]=[C:23](Cl)[N:22]=2)[C:11]2[CH:16]=[CH:15][C:14]([O:17][CH3:18])=[CH:13][C:12]=2[O:19][CH3:20])[CH:2]=1.[CH3:29][O:30][C:31]1[CH:32]=[C:33]([CH:35]=[CH:36][C:37]=1[N:38]1[CH2:43][CH2:42][N:41]([CH3:44])[CH2:40][CH2:39]1)[NH2:34].C(O)(C)C.FC(F)(F)C(O)=O>C(OCC)(=O)C>[CH3:20][O:19][C:12]1[CH:13]=[C:14]([O:17][CH3:18])[CH:15]=[CH:16][C:11]=1[N:10]([C:21]1[CH:26]=[CH:25][N:24]=[C:23]([NH:34][C:33]2[CH:35]=[CH:36][C:37]([N:38]3[CH2:43][CH2:42][N:41]([CH3:44])[CH2:40][CH2:39]3)=[C:31]([O:30][CH3:29])[CH:32]=2)[N:22]=1)[C:9](=[O:28])[O:8][CH2:7][C:3]1[CH:2]=[N:1][CH:6]=[CH:5][CH:4]=1. Procedure: A resealable tube was charged with (2-chloro-pyrimidin-4-yl)-(2,4-dimethoxy-phenyl)carbamic acid pyridin-3-ylmethyl ester (0.100 g, 0.249 mol), 3-(methyloxy)-4-(4-methyl-1-piperazinyl)aniline (0.100 g, 0.45 mmol), and isopropanol (2 mL). Trifluoroacetic acid (0.074 g, 0.050 mL, 0.65 mmol) was added. The tube was sealed and the mixture was heated at 60° C. for 20 h. The reaction mixture was cooled to room temperature and concentrated to afford a pale purple oil. The resulting solution was diluted... Starting materials: ClC1=NC=CC(=C1F)C1=C(C=NC=C1)NC ((2′-chloro-3′-fluoro-[4,4]bipyridinyl-3-yl)-methyl-amine), FC(C=1C=C(C(=O)Cl)C=C(C1)C(F)(F)F)(F)F (3,5-bis(trifluoromethyl)benzoyl chloride). Yields the product ClC1=NC=CC(=C1F)C1=C(C=NC=C1)N(C(C1=CC(=CC(=C1)C(F)(F)F)C(F)(F)F)=O)C (N-(2′-Chloro-3′-fluoro-[4,4]bipyridinyl-3-yl)-N-methyl-3,5-bis-trifluoromethyl-benzamide). As a reaction SMILES: [Cl:1][C:2]1[C:7]([F:8])=[C:6]([C:9]2[CH:14]=[CH:13][N:12]=[CH:11][C:10]=2[NH:15][CH3:16])[CH:5]=[CH:4][N:3]=1.[F:17][C:18]([F:33])([F:32])[C:19]1[CH:20]=[C:21]([CH:25]=[C:26]([C:28]([F:31])([F:30])[F:29])[CH:27]=1)[C:22](Cl)=[O:23]>>[Cl:1][C:2]1[C:7]([F:8])=[C:6]([C:9]2[CH:14]=[CH:13][N:12]=[CH:11][C:10]=2[N:15]([CH3:16])[C:22](=[O:23])[C:21]2[CH:20]=[C:19]([C:18]([F:33])([F:32])[F:17])[CH:27]=[C:26]([C:28]([F:31])([F:30])[F:29])[CH:25]=2)[CH:5]=[CH:4][N:3]=1. Procedure: The title compound was prepared in analogy to example 55, from (2′-chloro-3′-fluoro-[4,4]bipyridinyl-3-yl)-methyl-amine and 3,5-bis(trifluoromethyl)benzoyl chloride (CAS RN 1271-19-8) and using preparative HPLC for the chromatographic purification. Off-white solid (12%). MS (ESI): m/z=478.0 [M+H]+. Reactants: ClC1=CC=C(C=C1)SC1C(CN(CC1)C(=O)OCC1=CC=CC=C1)O (benzyl (3RS,4RS)-4-(4-chloro-phenylsulphanyl)-3-hydroxy-piperidine-1-carboxylate), BrCC1=CC2=CC=CC=C2C=C1 (2-bromomethyl-naphthalene). The product is ClC1=CC=C(C=C1)SC1C(CN(CC1)C(=O)OCC1=CC=CC=C1)OCC1=CC2=CC=CC=C2C=C1 (benzyl (3RS,4RS)-4-(4-chloro-phenylsulphanyl)-3-(naphthalen-2-ylmethoxy)-piperidine-1-carboxylate). RXN SMILES: [Cl:1][C:2]1[CH:7]=[CH:6][C:5]([S:8][CH:9]2[CH2:14][CH2:13][N:12]([C:15]([O:17][CH2:18][C:19]3[CH:24]=[CH:23][CH:22]=[CH:21][CH:20]=3)=[O:16])[CH2:11][CH:10]2[OH:25])=[CH:4][CH:3]=1.Br[CH2:27][C:28]1[CH:37]=[CH:36][C:35]2[C:30](=[CH:31][CH:32]=[CH:33][CH:34]=2)[CH:29]=1>>[Cl:1][C:2]1[CH:3]=[CH:4][C:5]([S:8][CH:9]2[CH2:14][CH2:13][N:12]([C:15]([O:17][CH2:18][C:19]3[CH:20]=[CH:21][CH:22]=[CH:23][CH:24]=3)=[O:16])[CH2:11][CH:10]2[O:25][CH2:27][C:28]2[CH:37]=[CH:36][C:35]3[C:30](=[CH:31][CH:32]=[CH:33][CH:34]=3)[CH:29]=2)=[CH:6][CH:7]=1. Reported procedure: In an analogous manner to that described in Example 71(b), from benzyl (3RS,4RS)-4-(4-chloro-phenylsulphanyl)-3-hydroxy-piperidine-1-carboxylate by alkylation with 2-bromomethyl-naphthalene there was obtained benzyl (3RS,4RS)-4-(4-chloro-phenylsulphanyl)-3-(naphthalen-2-ylmethoxy)-piperidine-1-carboxylate as a colourless solid; MS: 518 (M+H)+. Starting materials: Cl.OC(CNC(CC1=CC=C(OCC(=O)OC)C=C1)C)COC1=CC(=C(C=C1)O)O ((SR)-4-{2-[2-hydroxy-3-(3,4-dihydroxyphenoxy)propylamino]propyl}phenoxyacetic acid, methyl ester, hydrochloride), Cl (hydrochloric acid). The solvent is O (water). Conditions: temperature 100 celsius. Product: Cl.OC=1C=C(OCC(CNC(CC2=CC=C(OCC(=O)O)C=C2)C)O)C=CC1O ((SR)-4-{2-[3-(3,4-Dihydroxyphenoxy)-2-hydroxypropylamino]propyl}phenoxyacetic acid, hydrochloride). RXN SMILES: [ClH:1].[OH:2][CH:3]([CH2:21][O:22][C:23]1[CH:28]=[CH:27][C:26]([OH:29])=[C:25]([OH:30])[CH:24]=1)[CH2:4][NH:5][CH:6]([CH3:20])[CH2:7][C:8]1[CH:19]=[CH:18][C:11]([O:12][CH2:13][C:14]([O:16]C)=[O:15])=[CH:10][CH:9]=1.Cl>O>[ClH:1].[OH:30][C:25]1[CH:24]=[C:23]([CH:28]=[CH:27][C:26]=1[OH:29])[O:22][CH2:21][CH:3]([OH:2])[CH2:4][NH:5][CH:6]([CH3:20])[CH2:7][C:8]1[CH:19]=[CH:18][C:11]([O:12][CH2:13][C:14]([OH:16])=[O:15])=[CH:10][CH:9]=1 |f:0.1,4.5|. Procedure details: A solution of (SR)-4-{2-[2-hydroxy-3-(3,4-dihydroxyphenoxy)propylamino]propyl}phenoxyacetic acid, methyl ester, hydrochloride (78 mg, 0.17 mMol) in water (2 ml) containing hydrochloric acid (1M, 0.5 ml, 0.51 mMol) was heated at 100° C. under argon for 3 hours. After cooling to room temperature the solution was freeze dried giving the title compound as a colourless solid. Starting materials: BrC1=CC=2C3=C(C=NC2C=C1)N(C(N3C=3N(N=CC3)C)=O)C (8-bromo-3-methyl-1-(2-methyl-2H-pyrazol-3-yl)-1,3-dihydro-imidazo[4,5-c]quinolin-2-one), BrC1=CC=2C3=C(C=NC2C=C1)N(C(N3C=3N(N=CC3)C)=O)C (8-bromo-3-methyl-1-(2-methyl-2H-pyrazol-3-yl)-1,3-dihydro-imidazo[4,5-c]quinolin-2-one), FC1=NC=CC(=C1)B(O)O (2-fluoropyridine-4-boronic acid). The product is FC1=NC=CC(=C1)C1=CC=2C3=C(C=NC2C=C1)N(C(N3C=3N(N=CC3)C)=O)C (8-(2-Fluoro-pyridin-4-yl)-3-methyl-1-(2-methyl-2H-pyrazol-3-yl)-1,3-dihydro-imidazo[4,5-c]quinolin-2-one). RXN SMILES: Br[C:2]1[CH:11]=[CH:10][C:9]2[N:8]=[CH:7][C:6]3[N:12]([CH3:22])[C:13](=[O:21])[N:14]([C:15]4[N:16]([CH3:20])[N:17]=[CH:18][CH:19]=4)[C:5]=3[C:4]=2[CH:3]=1.[F:23][C:24]1[CH:29]=[C:28](B(O)O)[CH:27]=[CH:26][N:25]=1>>[F:23][C:24]1[CH:29]=[C:28]([C:2]2[CH:11]=[CH:10][C:9]3[N:8]=[CH:7][C:6]4[N:12]([CH3:22])[C:13](=[O:21])[N:14]([C:15]5[N:16]([CH3:20])[N:17]=[CH:18][CH:19]=5)[C:5]=4[C:4]=3[CH:3]=2)[CH:27]=[CH:26][N:25]=1. Reported procedure: The title compound was synthesized in a similar manner as described for Example 1.1 using 8-bromo-3-methyl-1-(2-methyl-2H-pyrazol-3-yl)-1,3-dihydro-imidazo[4,5-c]quinolin-2-one (Intermediate E, 65 mg, 0.181 mmol) and 2-fluoropyridine-4-boronic acid (Frontier Scientific, Logan, USA, 33 mg, 0.236 mmol) to give the title compound as a pink solid. (HPLC: tR 2.55 min (Method A); M+H=375 MS-ES; 1H-NMR (d6-DMSO, 400 MHz) 9.08 (s, 1H), 8.35-8.26 (m, 1H), 8.22-8.13 (m, 1H), 8.10-8.01 (m, 1H), 7.84-7.76 (... The reactants are CCOC(=O)C1(CCCOS(C)(=O)=O)CCN(C(=O)OC(C)(C)C)CC1, CN(C)C=O, CCOC(C)=O, [H-], [Na+], O, O=c1ccc2cccnc2[nH]1. The product is CCOC(=O)C1(CCCn2c(=O)ccc3cccnc32)CCN(C(=O)OC(C)(C)C)CC1. Reaction SMILES: [CH3:14][S:15]([O:16][CH2:19][CH2:20][CH2:21][C:22]1([C:35](=[O:36])[O:37][CH2:38][CH3:39])[CH2:23][CH2:24][N:25]([C:28](=[O:29])[O:30][C:31]([CH3:32])([CH3:33])[CH3:34])[CH2:26][CH2:27]1)(=[O:17])=[O:18].[CH3:41][N:42]([CH3:43])[CH:44]=[O:45].[CH3:46][CH2:47][O:48][C:49](=[O:50])[CH3:51].[H-:12].[Na+:13].[OH2:40].[nH:1]1[c:2](=[O:11])[cH:3][cH:4][c:5]2[cH:6][cH:7][cH:8][n:9][c:10]12>>[n:1]1([CH2:19][CH2:20][CH2:21][C:22]2([C:35](=[O:36])[O:37][CH2:38][CH3:39])[CH2:23][CH2:24][N:25]([C:28](=[O:29])[O:30][C:31]([CH3:32])([CH3:33])[CH3:34])[CH2:26][CH2:27]2)[c:2](=[O:11])[cH:3][cH:4][c:5]2[cH:6][cH:7][cH:8][n:9][c:10]12.